This data is from the Open Reaction Database (ORD), a public repository of structured organic reaction records. The task is: describe an organic reaction: reactants, conditions, products, and yield The reactants are COC(=O)C1CNC2CCN(C(=O)C(NC(=O)OC(C)(C)C)C3CCCCC3)C21, O=C(Cl)C1CC1, ClCCl. Product: COC(=O)C1CN(C(=O)C2CC2)C2CCN(C(=O)C(NC(=O)OC(C)(C)C)C3CCCCC3)C12. As a reaction SMILES: [CH3:1][O:2][C:3](=[O:4])[CH:5]1[CH:6]2[CH:7]([NH:8][CH2:9]1)[CH2:10][CH2:11][N:12]2[C:13]([CH:14]([CH:15]1[CH2:16][CH2:17][CH2:18][CH2:19][CH2:20]1)[NH:21][C:22](=[O:23])[O:24][C:25]([CH3:26])([CH3:27])[CH3:28])=[O:29].[CH:30]1([C:33](=[O:34])[Cl:35])[CH2:31][CH2:32]1.[Cl:36][CH2:37][Cl:38]>>[CH3:1][O:2][C:3](=[O:4])[CH:5]1[CH:6]2[CH:7]([N:8]([C:33]([CH:30]3[CH2:31][CH2:32]3)=[O:34])[CH2:9]1)[CH2:10][CH2:11][N:12]2[C:13]([CH:14]([CH:15]1[CH2:16][CH2:17][CH2:18][CH2:19][CH2:20]1)[NH:21][C:22](=[O:23])[O:24][C:25]([CH3:26])([CH3:27])[CH3:28])=[O:29]. Reactants: [Na] (sodium), C(C)OC(=O)N1CCC(=CC2=C1C=CC=C2)C(=O)OCC (N-ethoxycarbonyl-2,3-dihydro-4-ethoxycarbonyl-[1]- benzazepine), O (water). The solvent is O1CCOCC1 (dioxane). Product: C(C)OC(=O)N1CCC(=CC2=C1C=CC=C2)C(=O)O (N-ethoxycarbonyl-2,3-dihydro-(1]-benzazepine-4- carboxylic acid). Yield: 93.5%. RXN SMILES: [CH2:1]([O:3][C:4]([N:6]1[C:12]2[CH:13]=[CH:14][CH:15]=[CH:16][C:11]=2[CH:10]=[C:9]([C:17]([O:19]CC)=[O:18])[CH2:8][CH2:7]1)=[O:5])[CH3:2].[Na].O>O1CCOCC1>[CH2:1]([O:3][C:4]([N:6]1[C:12]2[CH:13]=[CH:14][CH:15]=[CH:16][C:11]=2[CH:10]=[C:9]([C:17]([OH:19])=[O:18])[CH2:8][CH2:7]1)=[O:5])[CH3:2] |^1:21|. Procedure: Compound 9 (5 g, 17.2 mmoles) was dissolved in dioxane (11.5 ml) and a solution of sodium hydroxyde (11.5 ml, 1.5M) was added. The mixture was heated for 2 hours and poured in ice cooled water. The aqueous layer was extracted at pH 12 with Et2O (50 ml), acidified to pH 2 and reextrated with EtOAc (100 ml). This layer was dried (MgSO4), filtered and evaporated to give yellow crystals (4.2 g, 90%), after recrystallization (cyclohexane/CCl4) mp 176° C. 1H NMR (CDCl3) δ=1.25 (3H, t, J=7 Hz) 2.9 (2H,... Starting materials: NC1=C(C=C(C=C1)C1=C(C=CC(=C1)C)S(=O)C1=C(C=C(C=C1)C)C1=CC(=C(C=C1)N)[N+](=O)[O-])[N+](=O)[O-] ((4-amino-3-nitrophenyl)-4-methylphenyl sulfoxide), CO (methanol), [S-2].[Na+].[Na+] (sodium sulfide). Run in O (water). The product is NC=1C=C(C=CC1N)C1=C(C=CC(=C1)C)S(=O)C1=C(C=C(C=C1)C)C1=CC(=C(C=C1)N)N (3,4-Diaminophenyl-4-methylphenyl sulfoxide). The yield is 91.0%. As a reaction SMILES: [NH2:1][C:2]1[CH:7]=[CH:6][C:5]([C:8]2[CH:13]=[C:12]([CH3:14])[CH:11]=[CH:10][C:9]=2[S:15]([C:17]2[CH:22]=[CH:21][C:20]([CH3:23])=[CH:19][C:18]=2[C:24]2[CH:29]=[CH:28][C:27]([NH2:30])=[C:26]([N+:31]([O-])=O)[CH:25]=2)=[O:16])=[CH:4][C:3]=1[N+:34]([O-])=O.CO.[S-2].[Na+].[Na+]>O>[NH2:34][C:3]1[CH:4]=[C:5]([C:8]2[CH:13]=[C:12]([CH3:14])[CH:11]=[CH:10][C:9]=2[S:15]([C:17]2[CH:22]=[CH:21][C:20]([CH3:23])=[CH:19][C:18]=2[C:24]2[CH:29]=[CH:28][C:27]([NH2:30])=[C:26]([NH2:31])[CH:25]=2)=[O:16])[CH:6]=[CH:7][C:2]=1[NH2:1] |f:2.3.4|. Procedure details: To a suspension of 21.2 g. (0.076 moles) of (4-amino-3-nitrophenyl)-4-methylphenyl sulfoxide in 80 ml. of methanol a solution of 22 g. (0.17 moles) of sodium sulfide of 60% purity in 25 ml. of water is added in one hour, under boiling. The reaction mixture is refluxed for 3 hours, and the progress of the reaction is monitored by thin layer chromatography. Thereafter 1 g. of celite is added to the reaction mixture, which is then filtered while hot. The filtrate is diluted with 50 ml. of water, an...